Dataset: the Open Reaction Database (ORD), a public repository of structured organic reaction records. Task: describe an organic reaction: reactants, conditions, products, and yield Starting materials: CCOC(=O)CBr, CC1(C)CC(OCc2ccccc2)CC(C)(C)N1, CCO. Yields the product CCOC(=O)CN1C(C)(C)CC(OCc2ccccc2)CC1(C)C. Reaction SMILES: [Br:19][CH2:20][C:21](=[O:22])[O:23][CH2:24][CH3:25].[CH2:1]([c:2]1[cH:3][cH:4][cH:5][cH:6][cH:7]1)[O:8][CH:9]1[CH2:10][C:11]([CH3:17])([CH3:18])[NH:12][C:13]([CH3:15])([CH3:16])[CH2:14]1.[CH2:26]([OH:27])[CH3:28]>>[CH2:1]([c:2]1[cH:3][cH:4][cH:5][cH:6][cH:7]1)[O:8][CH:9]1[CH2:10][C:11]([CH3:17])([CH3:18])[N:12]([CH2:20][C:21](=[O:22])[O:23][CH2:24][CH3:25])[C:13]([CH3:15])([CH3:16])[CH2:14]1. The reactants are ClC=1C(=C2C(=NC1)N(C(=C2)I)S(=O)(=O)C2=CC=C(C)C=C2)C2=CN=C(S2)C2(CCC2)O (1-(5-(5-chloro-2-iodo-1-tosyl-1H-pyrrolo[2,3-b]pyridin-4-yl)thiazol-2-yl)cyclobutanol), C(=O)C1=CC=C(C=C1)B(O)O (4-formylphenylboronic acid), C([O-])(O)=O (bicarbonate). Reagents/catalysts: Cl[Pd]([P](C1=CC=CC=C1)(C2=CC=CC=C2)C3=CC=CC=C3)([P](C4=CC=CC=C4)(C5=CC=CC=C5)C6=CC=CC=C6)Cl (bis(triphenylphosphine)palladium dichloride). The solvent is CN(C=O)C (N,N-dimethylformamide). Conditions: temperature 70 celsius. Product: ClC=1C(=C2C(=NC1)N(C(=C2)C2=CC=C(C=O)C=C2)S(=O)(=O)C2=CC=C(C)C=C2)C2=CN=C(S2)C2(CCC2)O (4-(5-chloro-4-(2-(1-hydroxycyclobutyl)thiazol-5-yl)-1-tosyl-1H-pyrrolo[2,3-b]pyridin-2-yl)benzaldehyde). As a reaction SMILES: [Cl:1][C:2]1[C:3]([C:22]2[S:26][C:25]([C:27]3([OH:31])[CH2:30][CH2:29][CH2:28]3)=[N:24][CH:23]=2)=[C:4]2[CH:10]=[C:9](I)[N:8]([S:12]([C:15]3[CH:21]=[CH:20][C:18]([CH3:19])=[CH:17][CH:16]=3)(=[O:14])=[O:13])[C:5]2=[N:6][CH:7]=1.[CH:32]([C:34]1[CH:39]=[CH:38][C:37](B(O)O)=[CH:36][CH:35]=1)=[O:33].C(=O)(O)[O-]>CN(C)C=O.Cl[Pd](Cl)([P](C1C=CC=CC=1)(C1C=CC=CC=1)C1C=CC=CC=1)[P](C1C=CC=CC=1)(C1C=CC=CC=1)C1C=CC=CC=1>[Cl:1][C:2]1[C:3]([C:22]2[S:26][C:25]([C:27]3([OH:31])[CH2:30][CH2:29][CH2:28]3)=[N:24][CH:23]=2)=[C:4]2[CH:10]=[C:9]([C:37]3[CH:38]=[CH:39][C:34]([CH:32]=[O:33])=[CH:35][CH:36]=3)[N:8]([S:12]([C:15]3[CH:21]=[CH:20][C:18]([CH3:19])=[CH:17][CH:16]=3)(=[O:14])=[O:13])[C:5]2=[N:6][CH:7]=1 |^1:54,73|. Procedure: To a stirred ambient solution of 1-(5-(5-chloro-2-iodo-1-tosyl-1H-pyrrolo[2,3-b]pyridin-4-yl)thiazol-2-yl)cyclobutanol (Example 8A) (2.85 g, 4.86 mmol) and 4-formylphenylboronic acid (1.094 g, 7.30 mmol) in N,N-dimethylformamide (36.5 ml) was added saturated aqueous bicarbonate solution (12.16 ml) followed by bis(triphenylphosphine)palladium dichloride (0.239 g, 0.341 mmol). The mixture was heated to 70° C. for 2 hours, cooled to room temperature, and quenched by the addition of water and ethyl ... As a reaction SMILES: [H-].[Na+].[I:3][C:4]1[CH:5]=[C:6]([OH:10])[CH:7]=[CH:8][CH:9]=1.[CH2:11](Cl)[C:12]1[CH:17]=[CH:16][CH:15]=[CH:14][CH:13]=1>CN(C)C=O.O>[CH2:11]([O:10][C:6]1[CH:5]=[C:4]([I:3])[CH:9]=[CH:8][CH:7]=1)[C:12]1[CH:17]=[CH:16][CH:15]=[CH:14][CH:13]=1 |f:0.1|. Starting materials: IC=1C=C(C=CC1)O (m-iodophenol), resultant mixture, [H-].[Na+] (sodium hydride), C(C1=CC=CC=C1)Cl (benzyl chloride). Procedure details: To a suspension of 60% sodium hydride (20 g, 0.5 mol) in dimethylformamide (300 ml), a solution of m-iodophenol (100 g, 0.454 mol}in dimethylformamide was added dropwise and then stirring was continued for 30 min at 70°±5° C. To this reaction mixture, benzyl chloride (57.4 g, 0.454 mol) was added dropwise and the reaction was continued for 2 hours at 100°±5° C. The resultant mixture was taken up in H2O (1l) and extracted with ethyl acetate. The organic extract was washed with H2O, dried over anh... Run at time 30 minute. Product: C(C1=CC=CC=C1)OC=1C=C(C=CC1)I (3-Benzyloxyiodobenzene). Solvent: CN(C=O)C (dimethylformamide), O (H2O), CN(C=O)C (dimethylformamide). Starting materials: [N+](=O)([O-])C1=CC=C(C(=O)Cl)C=C1 (4-Nitrobenzoyl chloride), BrC1=CN(C=2N=CN=C(C21)Cl)C2CCCC2 (5-Bromo-4-chloro-7-cyclopentyl-7H-pyrrolo[2,3-d]pyrimidine), NC=1C2=C(N=CN1)N(C=C2C(=O)C2=CC(=CC=C2)N)C2CCCC2 ((4-Amino-7-cyclopentyl-7H-pyrrolo[2,3-d]pyrimidin-5-yl)-(3-amino-phenyl)-methanone). Product: NC=1C2=C(N=CN1)N(C=C2C(=O)C2=CC=C(C=C2)N)C2CCCC2 ((4-Amino-7-cyclopentyl-7H-pyrrolo[2,3-d]pyrimidin-5-yl)-(4-amino-phenyl)-methanone). As a reaction SMILES: [N+:1]([C:4]1[CH:12]=[CH:11][C:7]([C:8](Cl)=[O:9])=[CH:6][CH:5]=1)([O-])=O.BrC1C2C(Cl)=NC=NC=2N(C2CCCC2)C=1.[NH2:29][C:30]1[C:31]2[C:38](C(C3C=CC=C(N)C=3)=O)=[CH:37][N:36]([CH:48]3[CH2:52][CH2:51][CH2:50][CH2:49]3)[C:32]=2[N:33]=[CH:34][N:35]=1>>[NH2:29][C:30]1[C:31]2[C:38]([C:8]([C:7]3[CH:11]=[CH:12][C:4]([NH2:1])=[CH:5][CH:6]=3)=[O:9])=[CH:37][N:36]([CH:48]3[CH2:52][CH2:51][CH2:50][CH2:49]3)[C:32]=2[N:33]=[CH:34][N:35]=1. Reported procedure: The title compound was prepared from 4-Nitrobenzoyl chloride and 5-Bromo-4-chloro-7-cyclopentyl-7H-pyrrolo[2,3-d]pyrimidine by procedures analogous to those described for the preparation of (4-Amino-7-cyclopentyl-7H-pyrrolo[2,3-d]pyrimidin-5-yl)-(3-amino-phenyl)-methanone. MS: 322.3 (MH+); HPLC Rf: 4.45 min. (HPLC method 4). Starting materials: C1(=CC=C(C=C1)C1(NNC(C1)=O)C)C1=CC=CC=C1 (3-(4-biphenylyl)-3-methyl-pyrazolidin-5-one), ClCl (chlorine). The product is ClC1=CC=C(C=C1)C1=CC=C(C=C1)C1(NNC(C1)=O)C (3-(4'-chloro-4-biphenylyl)-3-methyl-pyrazolidin-5-one). The solvent is C(C)(=O)O (acetic acid), C(C)(=O)O (acetic acid). As a reaction SMILES: [C:1]1([C:14]2[CH:19]=[CH:18][CH:17]=[CH:16][CH:15]=2)[CH:6]=[CH:5][C:4]([C:7]2([CH3:13])[CH2:11][C:10](=[O:12])[NH:9][NH:8]2)=[CH:3][CH:2]=1.[Cl:20]Cl>C(O)(=O)C>[Cl:20][C:17]1[CH:16]=[CH:15][C:14]([C:1]2[CH:6]=[CH:5][C:4]([C:7]3([CH3:13])[CH2:11][C:10](=[O:12])[NH:9][NH:8]3)=[CH:3][CH:2]=2)=[CH:19][CH:18]=1. Procedure: 25.2 g of 3-(4-biphenylyl)-3-methyl-pyrazolidin-5-one are dissolved in 200 ml of acetic acid, a solution of 7.1 g of chlorine in 200 ml of acetic acid is added dropwise while stirring, and the mixture is stirred for a further hour and evaporated. Working up in the usual manner gives 3-(4'-chloro-4-biphenylyl)-3-methyl-pyrazolidin-5-one, m.p. 214°-215°. The reactants are CN=C=O (Methyl isocyanate), COC1(OC2=C(CC1)C=C(C=C2)OC2=CC=C(N)C=C2)C (4-(2-methoxy-2-methyl-2,3-dihydro-6-benzopyranyloxy)aniline), C1(=CC=CC=C1)C (toluene). The solvent is CCCCCC (n-hexane). Conditions: time 6 hour. Product: CNC(=O)NC1=CC=C(C=C1)OC=1C=CC2=C(CCC(O2)(C)OC)C1 (1-methyl-3-[4-(2-methoxy-2-methyl-2,3-dihydro-6-benzopyranyloxy)phenyl]urea). Yield: 97.0%. Reaction SMILES: [CH3:1][N:2]=[C:3]=[O:4].[CH3:5][O:6][C:7]1([CH3:25])[CH2:12][CH2:11][C:10]2[CH:13]=[C:14]([O:17][C:18]3[CH:24]=[CH:23][C:21]([NH2:22])=[CH:20][CH:19]=3)[CH:15]=[CH:16][C:9]=2[O:8]1.C1(C)C=CC=CC=1>CCCCCC>[CH3:1][NH:2][C:3]([NH:22][C:21]1[CH:23]=[CH:24][C:18]([O:17][C:14]2[CH:15]=[CH:16][C:9]3[O:8][C:7]([O:6][CH3:5])([CH3:25])[CH2:12][CH2:11][C:10]=3[CH:13]=2)=[CH:19][CH:20]=1)=[O:4]. Reported procedure: Methyl isocyanate (0.16 g) was added at room temperature to a solution composed of 0.4 g of 4-(2-methoxy-2-methyl-2,3-dihydro-6-benzopyranyloxy)aniline and 3.0 ml of toluene, and the mixture was stirred for 6 hours. Addition of n-hexane to the mixture yielded crystals which were collected by filtration to give the desired product as white crystals (yield not less than 97%).